From a dataset of the Open Reaction Database (ORD), a public repository of structured organic reaction records. describe an organic reaction: reactants, conditions, products, and yield Starting materials: O=C(O)c1cc(F)c(F)c(F)c1F, [Na+], O=C=O, [OH-], O. Yields the product Fc1ccc(F)c(F)c1F. RXN SMILES: [F:1][c:2]1[c:3]([C:4]([OH:5])=[O:6])[cH:7][c:8]([F:13])[c:9]([F:12])[c:10]1[F:11].[Na+:15].[O:16]=[C:17]=[O:18].[OH-:14].[OH2:19]>>[F:1][c:2]1[cH:3][cH:7][c:8]([F:13])[c:9]([F:12])[c:10]1[F:11]. Reactants: C(C1=CC=CC=C1)O[C@H]1[C@@H](O[C@@H]2[C@H](N(C[C@H]2OCC2=CC=CC=C2)C(=O)OCC2=CC=CC=C2)COCC2=CC=CC=C2)O[C@@H]([C@H]([C@@H]1OCC1=CC=CC=C1)O[C@H]1[C@H](OCC2=CC=CC=C2)[C@@H](OCC2=CC=CC=C2)[C@H](OCC2=CC=CC=C2)[C@H](O1)CF)CF ((2R,3R,4R)-4-Benzyloxy-N-benzyloxycarbonyl-2-(benzyloxymethyl)pyrrolidin-3-yl 2,3-di-O-benzyl-6-fluoro-6-deoxy-4-O-(2,3,4-tri-O-benzyl-6-fluoro-6-deoxy-β-D-glucopyranosyl)-α-D-glucopyranoside), Cl (hydrochloric acid). Reagents/catalysts: [OH-].[Pd+2].[OH-].[C] (palladium hydroxide carbon). Solvent: CO (methanol). Run at time 2 hour. The product is FC[C@@H]1[C@H]([C@@H]([C@H]([C@@H](O1)O[C@H]1[C@@H]([C@H]([C@@H](O[C@@H]2[C@H](NC[C@H]2O)CO)O[C@@H]1CF)O)O)O)O)O ((2R,3R,4R)-4-Hydroxy-2-hydroxymethyl-pyrrolidin-3-yl 4-O-(6-fluoro-6-deoxy-β-D-glucopyranosyl)-6-fluoro-6-deoxy-α-D-glucopyranoside). Isolated yield 56.1%. Reaction SMILES: C([O:8][C@@H:9]1[C@@H:47]([O:48]CC2C=CC=CC=2)[C@H:46]([O:56][C@@H:57]2[O:86][C@H:85]([CH2:87][F:88])[C@@H:76]([O:77]CC3C=CC=CC=3)[C@H:67]([O:68]CC3C=CC=CC=3)[C@H:58]2[O:59]CC2C=CC=CC=2)[C@@H:45]([CH2:89][F:90])[O:44][C@@H:10]1[O:11][C@H:12]1[C@H:16]([O:17]CC2C=CC=CC=2)[CH2:15][N:14](C(OCC2C=CC=CC=2)=O)[C@@H:13]1[CH2:35][O:36]CC1C=CC=CC=1)C1C=CC=CC=1.Cl>CO.[OH-].[Pd+2].[OH-].[C]>[F:88][CH2:87][C@H:85]1[O:86][C@@H:57]([O:56][C@@H:46]2[C@@H:45]([CH2:89][F:90])[O:44][C@H:10]([O:11][C@H:12]3[C@H:16]([OH:17])[CH2:15][NH:14][C@@H:13]3[CH2:35][OH:36])[C@H:9]([OH:8])[C@H:47]2[OH:48])[C@H:58]([OH:59])[C@@H:67]([OH:68])[C@@H:76]1[OH:77] |f:3.4.5.6|. Reported procedure: The compound (122.6 mg, 0.10 mmol) synthesized in Example 5 (5e) was dissolved in methanol (10 mL) containing 1% aqueous hydrochloric acid solution and 20% palladium hydroxide-carbon (100 mg) was added thereto, followed by stirring of the mixture under a hydrogen atmosphere for 2 hours. After the catalyst was removed by celite filtration, 28% ammonia water (0.5 mL) was added thereto and the mixture was stirred for 10 minutes. After the solvent was distilled off under reduced pressure and the aqu... Starting materials: BrB(Br)Br, O=C([O-])O, ClCCl, COc1ccccc1CNC(=O)c1ccc2c(c1)N(C(C)CN1CCCC1)c1ccccc1S2, [Na+], O=C=O. Yields the product CC(CN1CCCC1)N1c2ccccc2Sc2ccc(C(=O)NCc3ccccc3O)cc21. RXN SMILES: [B:1]([Br:2])([Br:3])[Br:4].[C:39](=[O:40])([O-:41])[OH:42].[CH2:47]([Cl:48])[Cl:49].[CH3:5][O:6][c:7]1[c:8]([CH2:9][NH:10][C:11](=[O:12])[c:13]2[cH:14][c:15]3[c:24]([cH:25][cH:26]2)[S:23][c:22]2[c:17]([cH:18][cH:19][cH:20][cH:21]2)[N:16]3[CH:27]([CH2:28][N:29]2[CH2:30][CH2:31][CH2:32][CH2:33]2)[CH3:34])[cH:35][cH:36][cH:37][cH:38]1.[Na+:43].[O:44]=[C:45]=[O:46]>>[OH:6][c:7]1[c:8]([CH2:9][NH:10][C:11](=[O:12])[c:13]2[cH:14][c:15]3[c:24]([cH:25][cH:26]2)[S:23][c:22]2[c:17]([cH:18][cH:19][cH:20][cH:21]2)[N:16]3[CH:27]([CH2:28][N:29]2[CH2:30][CH2:31][CH2:32][CH2:33]2)[CH3:34])[cH:35][cH:36][cH:37][cH:38]1. The reactants are COC1=CC=C(C(=O)C2=NOC(=C2)CCO)C=C1 (2-[3-(4-methoxybenzoyl)-isoxazol-5-yl]ethanol), K2Cr2O7, OS(=O)(=O)O (H2SO4). The reagents and catalysts are S(=O)(=O)(O)[O-].C(CCC)[N+](CCCC)(CCCC)CCCC (tetrabutylammonium hydrogen sulfate). The solvent is C(Cl)Cl (CH2Cl2). Conditions: time 15 minute. Product: COC1=CC=C(C(=O)C2=NOC(=C2)CC(=O)O)C=C1 ([3-(4-Methoxybenzoyl)isoxazol-5-yl]acetic acid). RXN SMILES: [CH3:1][O:2][C:3]1[CH:18]=[CH:17][C:6]([C:7]([C:9]2[CH:13]=[C:12]([CH2:14][CH2:15][OH:16])[O:11][N:10]=2)=[O:8])=[CH:5][CH:4]=1.[OH:19]S(O)(=O)=O>S([O-])(O)(=O)=O.C([N+](CCCC)(CCCC)CCCC)CCC.C(Cl)Cl>[CH3:1][O:2][C:3]1[CH:18]=[CH:17][C:6]([C:7]([C:9]2[CH:13]=[C:12]([CH2:14][C:15]([OH:19])=[O:16])[O:11][N:10]=2)=[O:8])=[CH:5][CH:4]=1 |f:2.3|. Reported procedure: To a mixture of 24.7 g of 2-[3-(4-methoxybenzoyl)-isoxazol-5-yl]ethanol and a few crystals of tetrabutylammonium hydrogen sulfate in 2 liter of CH2Cl2 was added 300 ml of 9M H2SO4. To this was added 29.4 g of pulverized K2Cr2O7 and the mixture was stirred at room temperature for 15 minutes. The organic phase was separated from the aqueous phase and washed with water. The acid product was extracted from the organic phase using 300 ml of 3% NaHCO3. The alkaline solution was washed with CH2Cl2 seve... Reactants: CC1(OB(OC1(C)C)C1=CC=C(C=C1)O)C (4-(4,4,5,5-tetramethyl-1,3,2-dioxaborolan-2-yl)phenol), CC1=CC=C(C=C1)S(=O)(=O)O[C@@H]1COCC1 ((S)-tetrahydrofuran-3-yl 4-methylbenzenesulfonate), C(=O)([O-])[O-].[K+].[K+] (K2CO3). The solvent is CN(C)C=O (DMF), C(C)(=O)OCC (ethyl acetate). Conditions: temperature 85 celsius. Product: CC1(OB(OC1(C)C)C1=CC=C(C=C1)O[C@H]1COCC1)C ((R)-4,4,5,5-tetramethyl-2-(4-(tetrahydrofuran-3-yloxy)phenyl)-1,3,2-dioxaborolane). The yield is 29.5%. RXN SMILES: [CH3:1][C:2]1([CH3:16])[C:6]([CH3:8])([CH3:7])[O:5][B:4]([C:9]2[CH:14]=[CH:13][C:12]([OH:15])=[CH:11][CH:10]=2)[O:3]1.CC1C=CC(S(O[C@H:28]2[CH2:32][CH2:31][O:30][CH2:29]2)(=O)=O)=CC=1.C([O-])([O-])=O.[K+].[K+]>CN(C=O)C.C(OCC)(=O)C>[CH3:8][C:6]1([CH3:7])[C:2]([CH3:16])([CH3:1])[O:3][B:4]([C:9]2[CH:14]=[CH:13][C:12]([O:15][C@@H:28]3[CH2:32][CH2:31][O:30][CH2:29]3)=[CH:11][CH:10]=2)[O:5]1 |f:2.3.4|. Reported procedure: A mixture of 4-(4,4,5,5-tetramethyl-1,3,2-dioxaborolan-2-yl)phenol (6.3 g, 28.5 mmole), (S)-tetrahydrofuran-3-yl 4-methylbenzenesulfonate (6.8 g, 28 mmol) and K2CO3 (8.0 g, 58 mmole) in DMF (25 mL) was heated at 85° C. for 15 h. The reaction mixture was diluted with ethyl acetate, washed with water, dried over MgSO4, filtered, and concentrated under vacuum. The residue was purified by flash chromatography (silica gel, elute: 5% ethyl acetate in hexane) to give the title compound (2.4 g, 30% yiel... The reagents and catalysts are [C].[Pd] (palladium-carbon). Reaction SMILES: [C:1]([C:3]1[CH:8]=[CH:7][C:6]([C:9]([CH3:16])([CH3:15])[C:10]([O:12][CH2:13][CH3:14])=[O:11])=[CH:5][CH:4]=1)#[N:2].[ClH:17]>C(O)C.[C].[Pd]>[ClH:17].[NH2:2][CH2:1][C:3]1[CH:4]=[CH:5][C:6]([C:9]([CH3:15])([CH3:16])[C:10]([O:12][CH2:13][CH3:14])=[O:11])=[CH:7][CH:8]=1 |f:3.4,5.6|. Reactants: C(#N)C1=CC=C(C=C1)C(C(=O)OCC)(C)C (ethyl 2-(4-cyanophenyl)-2-methylpropanoate), Cl (hydrochloric acid). Conditions: time 3 hour. Solvent: C(C)O (ethanol). Procedure details: To a solution of 280 mg of ethyl 2-(4-cyanophenyl)-2-methylpropanoate in 10 ml of ethanol were added 2 mL of 1 M hydrochloric acid and 120 mg of 10% palladium-carbon in this order, followed by stirring for 3 hours under a hydrogen atmosphere at 3 atm. The catalyst was removed by filtration, and the filtrate was concentrated under reduced pressure and dried to obtain 345 mg of, ethyl 2-[4-(aminomethyl)phenyl]-2-methylpropanoate hydrochloride. Yields the product Cl.NCC1=CC=C(C=C1)C(C(=O)OCC)(C)C (ethyl 2-[4-(aminomethyl)phenyl]-2-methylpropanoate hydrochloride).